This data is from the Open Reaction Database (ORD), a public repository of structured organic reaction records. The task is: describe an organic reaction: reactants, conditions, products, and yield Starting materials: CN[C@H]1[C@@H](CCCC1)NC (rac-trans-N,N′-dimethylcyclohexane-1,2-diamine), C([O-])([O-])=O.[Cs+].[Cs+] (cesium carbonate), IC1=CC=C(OCCCN2[C@@H](CCC2)C)C=C1 ((2R)-1-[3-(4-iodophenoxy)propyl]-2-methylpyrrolidine), N1N=CC(=C1)C(=O)N1CCOCC1 (4-(1H-pyrazol-4-ylcarbonyl)morpholine). The reagents and catalysts are [Cu](I)I (copper iodide). The solvent is CN(C=O)C (N,N-dimethylformamide), O (water). Yields the product C[C@H]1N(CCC1)CCCOC1=CC=C(C=C1)N1N=CC(=C1)C(=O)N1CCOCC1 (4-{[1-(4-{3-[(2R)-2-methylpyrrolidin-1-yl]propoxy}phenyl)-1H-pyrazol-4-yl]carbonyl}morpholine). As a reaction SMILES: I[C:2]1[CH:17]=[CH:16][C:5]([O:6][CH2:7][CH2:8][CH2:9][N:10]2[CH2:14][CH2:13][CH2:12][C@H:11]2[CH3:15])=[CH:4][CH:3]=1.[NH:18]1[CH:22]=[C:21]([C:23]([N:25]2[CH2:30][CH2:29][O:28][CH2:27][CH2:26]2)=[O:24])[CH:20]=[N:19]1.CN[C@@H]1CCCC[C@H]1NC.C(=O)([O-])[O-].[Cs+].[Cs+]>CN(C)C=O.O.[Cu](I)I>[CH3:15][C@@H:11]1[CH2:12][CH2:13][CH2:14][N:10]1[CH2:9][CH2:8][CH2:7][O:6][C:5]1[CH:16]=[CH:17][C:2]([N:18]2[CH:22]=[C:21]([C:23]([N:25]3[CH2:26][CH2:27][O:28][CH2:29][CH2:30]3)=[O:24])[CH:20]=[N:19]2)=[CH:3][CH:4]=1 |f:3.4.5|. Procedure details: A suspension of (2R)-1-[3-(4-iodophenoxy)propyl]-2-methylpyrrolidine obtained in Example 1-(2) (0.30 g), 4-(1H-pyrazol-4-ylcarbonyl)morpholine obtained in Example 6-(1) (0.19 g), (rac-trans-N,N′-dimethylcyclohexane-1,2-diamine (0.049 g), copper iodide (0.017 g) and cesium carbonate (0.57 g) in N,N-dimethylformamide (0.5 mL) was stirred at 120° C. for 1.5 hours. The reaction mixture was cooled to room temperature, diluted with water and extracted with ethyl acetate. The organic layer was concentr... Starting materials: CCOC(=O)C(=O)c1ccc(-c2ccccc2Cl)cc1, [H][H], O=S(=O)([O-])[O-], O=[Pt]. Yields the product CCOC(=O)C(O)c1ccc(-c2ccccc2Cl)cc1. As a reaction SMILES: [Cl:1][c:2]1[c:3](-[c:8]2[cH:9][cH:10][c:11]([C:14]([C:15](=[O:16])[O:17][CH2:18][CH3:19])=[O:20])[cH:12][cH:13]2)[cH:4][cH:5][cH:6][cH:7]1.[H:26][H:27].[O-:21][S:22](=[O:23])(=[O:24])[O-:25].[Pt:28]=[O:29]>>[Cl:1][c:2]1[c:3](-[c:8]2[cH:9][cH:10][c:11]([CH:14]([C:15](=[O:16])[O:17][CH2:18][CH3:19])[OH:20])[cH:12][cH:13]2)[cH:4][cH:5][cH:6][cH:7]1. Reactants: CS(=O)(=O)NC1=C(C=CC=C1)N1CCN(CC1)C(=O)OC(C)(C)C (tert-butyl 4-{2-[(methylsulfonyl)-amino]phenyl}-piperazinecarboxylate), ClC1=CC=C(C=C1)C[C@H](C(N1CCN(CC1)C1=C(C=CC=C1)NS(=O)(=O)C1=CC=CC=C1)=O)NC(=O)[C@H]1N(CC2=CC=CC=C2C1)C(=O)OC(C)(C)C (tert-butyl 3-{N-[(1R)-1-[(4-chlorophenyl)methyl]-2-oxo-2-(4-{2-[(phenylsulfonyl)-amino]phenyl}piperazinyl)ethyl]carbamoyl}(3S)-1,2,3,4-tetrahydroisoquinoline-2-carboxylate), NC1=C(C=CC=C1)N1CCN(CC1)C([C@@H](CC1=CC=C(C=C1)Cl)NC(=O)[C@H]1N(CC2=CC=CC=C2C1)C(=O)OC(C)(C)C)=O (tert-butyl 3-(N-{(1R)-2-[4-(2-aminophenyl)piperazinyl]-1-[(4-chlorophenyl)methyl]-2-oxoethyl}carbamoyl)(3S)-1,2,3,4-tetrahydroisoquinoline-2-carboxylate), N1=CC=CC=C1 (pyridine), C1(=CC=CC=C1)S(=O)(=O)Cl (benzenesulfonyl chloride). Product: ClC1=CC=C(C=C1)C[C@H](C(N1CCN(CC1)C1=C(C=CC=C1)NS(=O)(=O)C1=CC=CC=C1)=O)NC(=O)[C@H]1NCC2=CC=CC=C2C1 (N-[(1R)-1-[(4-Chlorophenyl)methyl]-2-oxo-2-(4-{2-[(phenylsulfonyl)amino]phenyl}piperazinyl)ethyl]((3S)(3-1,2,3,4-tetrahydroisoquinolyl))carboxamide). Reaction SMILES: CS(NC1C=CC=CC=1N1CCN(C(OC(C)(C)C)=O)CC1)(=O)=O.[Cl:25][C:26]1[CH:31]=[CH:30][C:29]([CH2:32][C@@H:33]([NH:58][C:59]([C@@H:61]2[CH2:70][C:69]3[C:64](=[CH:65][CH:66]=[CH:67][CH:68]=3)[CH2:63][N:62]2C(OC(C)(C)C)=O)=[O:60])[C:34](=[O:57])[N:35]2[CH2:40][CH2:39][N:38]([C:41]3[CH:46]=[CH:45][CH:44]=[CH:43][C:42]=3[NH:47][S:48]([C:51]3[CH:56]=[CH:55][CH:54]=[CH:53][CH:52]=3)(=[O:50])=[O:49])[CH2:37][CH2:36]2)=[CH:28][CH:27]=1.NC1C=CC=CC=1N1CCN(C(=O)[C@H](NC([C@@H]2CC3C(=CC=CC=3)CN2C(OC(C)(C)C)=O)=O)CC2C=CC(Cl)=CC=2)CC1.N1C=CC=CC=1.C1(S(Cl)(=O)=O)C=CC=CC=1>>[Cl:25][C:26]1[CH:27]=[CH:28][C:29]([CH2:32][C@@H:33]([NH:58][C:59]([C@@H:61]2[CH2:70][C:69]3[C:64](=[CH:65][CH:66]=[CH:67][CH:68]=3)[CH2:63][NH:62]2)=[O:60])[C:34](=[O:57])[N:35]2[CH2:36][CH2:37][N:38]([C:41]3[CH:46]=[CH:45][CH:44]=[CH:43][C:42]=3[NH:47][S:48]([C:51]3[CH:56]=[CH:55][CH:54]=[CH:53][CH:52]=3)(=[O:49])=[O:50])[CH2:39][CH2:40]2)=[CH:30][CH:31]=1. Procedure: Following the procedure for the synthesis of Preparation III, tert-butyl 3-{N-[(1R)-1-[(4-chlorophenyl)methyl]-2-oxo-2-(4-{2-[(phenylsulfonyl)-amino]phenyl}piperazinyl)ethyl]carbamoyl}(3S)-1,2,3,4-tetrahydroisoquinoline-2-carboxylate was prepared from tert-butyl 3-(N-{(1R)-2-[4-(2-aminophenyl)piperazinyl]-1-[(4-chlorophenyl)methyl]-2-oxoethyl}carbamoyl)(3S)-1,2,3,4-tetrahydroisoquinoline-2-carboxylate (Preparation IX) (771 mg, 1.247 mmol), pyridine (110 μl, 1.4 mmol) and benzenesulfonyl chloride... The reactants are O[C@H]1[C@@H](O)[C@@H](O)[C@@H](O1)CO (α-L-ribofuranose), O[C@@H]1[C@@H](O)[C@@H](O)[C@@H](O1)CO (β-L-ribofuranose). Yields the product O=C[C@@H](O)[C@@H](O)[C@@H](O)CO (L-ribose). As a reaction SMILES: [OH:1][C@@H:2]1[O:8][C@@H:7]([CH2:9][OH:10])[C@H:5]([OH:6])[C@@H:3]1[OH:4].O[C@H]1O[C@@H](CO)[C@H](O)[C@@H]1O>>[O:1]=[CH:2][C@H:3]([C@H:5]([C@H:7]([CH2:9][OH:10])[OH:8])[OH:6])[OH:4]. Reported procedure: α-L-ribofuranose; β-L-ribofuranose The reactants are N1C=C(C2=CC=CC=C12)CC1OC2=C(C1=O)C=CC(=C2CN2CCN(CC2)C(=O)OC(C)(C)C)O (tert-butyl 4-({2-[(1H-indol-3-yl)methyl]-6-hydroxy-3-oxo-2,3-dihydrobenzofuran-7-yl}methyl)piperazine-1-carboxylate), solution, Cl (hydrogen chloride). Run in C(Cl)Cl (methylene chloride), O1CCOCC1 (1,4-dioxane). Conditions: time 2 hour. The product is N1C=C(C2=CC=CC=C12)CC=1OC2=C(C1O)C=CC(=C2CN2CCNCC2)O (2-[(1H-indol-3-yl)methyl]-7-(piperazin-1-ylmethyl)benzofuran-3,6-diol). Yield: 69.4%. As a reaction SMILES: [NH:1]1[C:9]2[C:4](=[CH:5][CH:6]=[CH:7][CH:8]=2)[C:3]([CH2:10][CH:11]2[C:15](=[O:16])[C:14]3[CH:17]=[CH:18][C:19]([OH:35])=[C:20]([CH2:21][N:22]4[CH2:27][CH2:26][N:25](C(OC(C)(C)C)=O)[CH2:24][CH2:23]4)[C:13]=3[O:12]2)=[CH:2]1.Cl>C(Cl)Cl.O1CCOCC1>[NH:1]1[C:9]2[C:4](=[CH:5][CH:6]=[CH:7][CH:8]=2)[C:3]([CH2:10][C:11]2[O:12][C:13]3[C:20]([CH2:21][N:22]4[CH2:23][CH2:24][NH:25][CH2:26][CH2:27]4)=[C:19]([OH:35])[CH:18]=[CH:17][C:14]=3[C:15]=2[OH:16])=[CH:2]1. Reported procedure: A solution of tert-butyl 4-({2-[(1H-indol-3-yl)methyl]-6-hydroxy-3-oxo-2,3-dihydrobenzofuran-7-yl}methyl)piperazine-1-carboxylate (0.020 g, 0.042 mmol) in methylene chloride (2.0 mL) was added with a 4 M solution of hydrogen chloride in 1,4-dioxane (2.0 mL), and then the mixture was stirred at room temperature for 2 hours. The solvent was evaporated under reduced pressure, and then the residue was added with triethylamine and thereby made basic. Then, the mixture was azeotroped twice with toluen... Reactants: CN(C)C=O, CCOC(C)=O, O=C(Cl)CCl, Cc1ccc(Oc2ccc3nc(N)sc3n2)cc1NC(=O)c1cccc(C2(C#N)CC2)c1. Product: Cc1ccc(Oc2ccc3nc(NC(=O)CCl)sc3n2)cc1NC(=O)c1cccc(C2(C#N)CC2)c1. Reaction SMILES: [CH3:38][N:39]([CH3:40])[CH:41]=[O:42].[CH3:43][CH2:44][O:45][C:46](=[O:47])[CH3:48].[Cl:33][CH2:34][C:35](=[O:36])[Cl:37].[NH2:1][c:2]1[s:3][c:4]2[n:5][c:6]([O:11][c:12]3[cH:13][cH:14][c:15]([CH3:32])[c:16]([NH:18][C:19]([c:20]4[cH:21][c:22]([C:26]5([C:29]#[N:30])[CH2:27][CH2:28]5)[cH:23][cH:24][cH:25]4)=[O:31])[cH:17]3)[cH:7][cH:8][c:9]2[n:10]1>>[NH:1]([c:2]1[s:3][c:4]2[n:5][c:6]([O:11][c:12]3[cH:13][cH:14][c:15]([CH3:32])[c:16]([NH:18][C:19]([c:20]4[cH:21][c:22]([C:26]5([C:29]#[N:30])[CH2:27][CH2:28]5)[cH:23][cH:24][cH:25]4)=[O:31])[cH:17]3)[cH:7][cH:8][c:9]2[n:10]1)[C:35]([CH2:34][Cl:33])=[O:36].